Dataset: the Open Reaction Database (ORD), a public repository of structured organic reaction records. Task: describe an organic reaction: reactants, conditions, products, and yield The reactants are ClC=1C=C(C=CC1)C1=NC(=NC(=C1)N1CCN(CC1)C1=NC=CC=C1C(F)(F)F)COC (4-(3-chloro-phenyl)-2-methoxymethyl-6-[4-(3-trifluoromethyl-pyridin-2-yl)-piperazin-1-yl]-pyrimidine), Br (HBr). The solvent is CC(=O)O (HOAc). Product: BrCC1=NC(=CC(=N1)C1=CC(=CC=C1)Cl)N1CCN(CC1)C1=NC=CC=C1C(F)(F)F (2-bromomethyl-4-(3-chloro-phenyl)-6-[4-(3-trifluoromethyl-pyridin-2-yl)-piperazin-1-yl]-pyrimidine). Reaction SMILES: [Cl:1][C:2]1[CH:3]=[C:4]([C:8]2[CH:13]=[C:12]([N:14]3[CH2:19][CH2:18][N:17]([C:20]4[C:25]([C:26]([F:29])([F:28])[F:27])=[CH:24][CH:23]=[CH:22][N:21]=4)[CH2:16][CH2:15]3)[N:11]=[C:10]([CH2:30]OC)[N:9]=2)[CH:5]=[CH:6][CH:7]=1.[BrH:33]>CC(O)=O>[Br:33][CH2:30][C:10]1[N:9]=[C:8]([C:4]2[CH:5]=[CH:6][CH:7]=[C:2]([Cl:1])[CH:3]=2)[CH:13]=[C:12]([N:14]2[CH2:19][CH2:18][N:17]([C:20]3[C:25]([C:26]([F:29])([F:28])[F:27])=[CH:24][CH:23]=[CH:22][N:21]=3)[CH2:16][CH2:15]2)[N:11]=1. Procedure details: Stir a mixture of 4-(3-chloro-phenyl)-2-methoxymethyl-6-[4-(3-trifluoromethyl-pyridin-2-yl)-piperazin-1-yl]-pyrimidine in a solution of 30% HBr in HOAc (25 mL) at 60° C. for 3 hours. Evaporate the mixture, adjust the pH to basic with 1M NaOH, and collect a tan solid. Purify by liquid chromatography (3:1 hexanes/EtOAc) to obtain 2-bromomethyl-4-(3-chloro-phenyl)-6-[4-(3-trifluoromethyl-pyridin-2-yl)-piperazin-1-yl]-pyrimidine as a yellow solid. Starting materials: ClC1=CC=2C(=C3C(=NC2C=C1)CCNCC3)C3=CC=CC=C3 (9-chloro-1,2,4,5-tetrahydro-11-phenyl-3H-azepino[4,5-b]quinoline), ClC(=O)OCC (ethyl chloroformate). The product is Cl.C(C)OC(=O)N1CCC2=NC=3C=CC(=CC3C(=C2CC1)C1=CC=CC=C1)Cl (9-Chloro-1,2,4,5-tetrahydro-11-phenyl-3-azepino[4,5-b]quinoline-carboxylic acid ethyl ester hydrochloride). Yield: 65.0%. As a reaction SMILES: [Cl:1][C:2]1[CH:11]=[CH:10][C:9]2[N:8]=[C:7]3[CH2:12][CH2:13][NH:14][CH2:15][CH2:16][C:6]3=[C:5]([C:17]3[CH:22]=[CH:21][CH:20]=[CH:19][CH:18]=3)[C:4]=2[CH:3]=1.Cl[C:24]([O:26][CH2:27][CH3:28])=[O:25]>>[ClH:1].[CH2:27]([O:26][C:24]([N:14]1[CH2:15][CH2:16][C:6]2[C:7](=[N:8][C:9]3[CH:10]=[CH:11][C:2]([Cl:1])=[CH:3][C:4]=3[C:5]=2[C:17]2[CH:22]=[CH:21][CH:20]=[CH:19][CH:18]=2)[CH2:12][CH2:13]1)=[O:25])[CH3:28] |f:2.3|. Reported procedure: 9-Chloro-1,2,4,5-tetrahydro-11-phenyl-3-azepino[4,5-b]quinoline-carboxylic acid ethyl ester hydrochloride was prepared from 9-chloro-1,2,4,5-tetrahydro-11-phenyl-3H-azepino[4,5-b]quinoline and ethyl chloroformate analogous to Example 63. Reactants: O=C([O-])O, ClCCl, COC(=O)c1sc(SC)nc1N, O=C=NS(=O)(=O)Cl, Cl, [Na+], [Na+], [Na+], O=C([O-])[O-]. Product: COC(=O)c1sc(SC)nc1NC(N)=O. Reaction SMILES: [C:27](=[O:28])([OH:29])[O-:30].[CH2:32]([Cl:33])[Cl:34].[CH3:1][O:2][C:3](=[O:4])[c:5]1[c:6]([NH2:12])[n:7][c:8]([S:10][CH3:11])[s:9]1.[Cl:13][S:14](=[O:15])(=[O:16])[N:17]=[C:18]=[O:19].[ClH:20].[Na+:21].[Na+:22].[Na+:31].[O-:23][C:24](=[O:25])[O-:26]>>[CH3:1][O:2][C:3](=[O:4])[c:5]1[c:6]([NH:12][C:18]([NH2:17])=[O:19])[n:7][c:8]([S:10][CH3:11])[s:9]1. Reactants: N(=[N+]=[N-])CC=1C=NC=C(C1)Br (3-azidomethyl-5-bromo-pyridine), O (water), C1=CC=C(C=C1)P(C2=CC=CC=C2)C3=CC=CC=C3 (triphenylphosphine resin). Solvent: O1CCOCC1 (1,4-dioxane). Reaction conditions: time 8 hour. Product: BrC=1C=C(C=NC1)CN (C-(5-bromo-pyridin-3-yl)-methylamine). Reaction SMILES: [N:1]([CH2:4][C:5]1[CH:6]=[N:7][CH:8]=[C:9]([Br:11])[CH:10]=1)=[N+]=[N-].O.C1C=CC(P(C2C=CC=CC=2)C2C=CC=CC=2)=CC=1>O1CCOCC1>[Br:11][C:9]1[CH:10]=[C:5]([CH2:4][NH2:1])[CH:6]=[N:7][CH:8]=1. Procedure: To a solution of 3-azidomethyl-5-bromo-pyridine 250 (1.49 g, 7.00 mmol, 1.00 equiv) in 1,4-dioxane (12 mL) was added water (1 mL) and triphenylphosphine resin (2.08 g, 3 mol/g, 200-400 mesh, 1.2 equiv). The suspension was stirred overnight. Filtration and concentration afforded C-(5-bromo-pyridin-3-yl)-methylamine 251. Starting materials: CCCCCC.C(C)(=O)OCC (hexane ethyl acetate), O.NN (hydrazine hydrate), CC(C#C/C=C/CN(C)CC1=CC(=CC=C1)OCC1=CC(=CC=C1)C(=O)OC)(C)C ((E)-N-(6,6-dimethyl-2-hepten-4-ynyl)-N-methyl-3-(3-methoxycarbonylbenzyloxy)benzylamine). Solvent: C(C)O (ethanol). Product: CC(C#C/C=C/CN(C)CC1=CC(=CC=C1)OCC1=CC(=CC=C1)C=1OC=NN1)(C)C ((E)-N-(6,6-dimethyl-2-hepten-4-ynyl)-N-methyl-3-[3-(1,3,4-oxadiazol-2-yl)benzyloxy]benzylamine). Yield: 10.2%. Reaction SMILES: [CH3:1][C:2]([CH3:30])([CH3:29])[C:3]#[C:4]/[CH:5]=[CH:6]/[CH2:7][N:8]([CH2:10][C:11]1[CH:16]=[CH:15][CH:14]=[C:13]([O:17][CH2:18][C:19]2[CH:24]=[CH:23][CH:22]=[C:21]([C:25]([O:27][CH3:28])=O)[CH:20]=2)[CH:12]=1)[CH3:9].O.[NH2:32][NH2:33].CCCCCC.C(OCC)(=O)C>C(O)C>[CH3:1][C:2]([CH3:30])([CH3:29])[C:3]#[C:4]/[CH:5]=[CH:6]/[CH2:7][N:8]([CH2:10][C:11]1[CH:16]=[CH:15][CH:14]=[C:13]([O:17][CH2:18][C:19]2[CH:24]=[CH:23][CH:22]=[C:21]([C:25]3[O:27][CH:28]=[N:32][N:33]=3)[CH:20]=2)[CH:12]=1)[CH3:9] |f:1.2,3.4|. Reported procedure: 173 mg of (E)-N-(6,6-dimethyl-2-hepten-4-ynyl)-N-methyl-3-(3-methoxycarbonylbenzyloxy)benzylamine was dissolved in 3 ml of ethanol, and 100 mg of 98% hydrazine hydrate was added. The mixture was heated under reflux for 3 hours. After the reaction mixture was evaporated under reduced pressure, water and ethyl acetate were added to the residue to extract it. The organic layer was separated and dried over anhydrous sodium sulfate. The desiccant was separated by filtration and the solvent was evapor... Reactants: NC1CN(N(C1)CC1=CC=C(C=C1)OC)CC1=CC=C(C=C1)OC (4-amino-1,2-bis(4-methoxyphenylmethyl)pyrazolidine), C(\C=C(/C)\CCC=C(C)C)OC1=CC=C(C(=O)C=2NC=CN2)C=C1 (4-geranyloxybenzoylimidazole). Run in O (water), tetrahydrofuran anhydride. The product is C(\C=C(/C)\CCC=C(C)C)OC1=CC=C(C(=O)NC2CN(N(C2)CC2=CC=C(C=C2)OC)CC2=CC=C(C=C2)OC)C=C1 (4- geranyloxy-N-[1,2-bis(4-methoxyphenylmethyl)-4-pyrazolidinyl]benzamide). Isolated yield 45.7%. As a reaction SMILES: [NH2:1][CH:2]1[CH2:6][N:5]([CH2:7][C:8]2[CH:13]=[CH:12][C:11]([O:14][CH3:15])=[CH:10][CH:9]=2)[N:4]([CH2:16][C:17]2[CH:22]=[CH:21][C:20]([O:23][CH3:24])=[CH:19][CH:18]=2)[CH2:3]1.[CH2:25]([O:35][C:36]1[CH:48]=[CH:47][C:39]([C:40](C2NC=CN=2)=[O:41])=[CH:38][CH:37]=1)/[CH:26]=[C:27](/[CH2:29][CH2:30][CH:31]=[C:32]([CH3:34])[CH3:33])\[CH3:28]>O>[CH2:25]([O:35][C:36]1[CH:37]=[CH:38][C:39]([C:40]([NH:1][CH:2]2[CH2:6][N:5]([CH2:7][C:8]3[CH:9]=[CH:10][C:11]([O:14][CH3:15])=[CH:12][CH:13]=3)[N:4]([CH2:16][C:17]3[CH:18]=[CH:19][C:20]([O:23][CH3:24])=[CH:21][CH:22]=3)[CH2:3]2)=[O:41])=[CH:47][CH:48]=1)/[CH:26]=[C:27](/[CH2:29][CH2:30][CH:31]=[C:32]([CH3:34])[CH3:33])\[CH3:28]. Reported procedure: To a solution of 4-amino-1,2-bis(4-methoxyphenylmethyl)pyrazolidine (0.80 g) in tetrahydrofuran anhydride (20 ml) was added 4-geranyloxybenzoylimidazole (0.79 g). The mixture was stirred at room temperature for one night. The reaction solution, with water added thereto, was extracted with ethyl acetate. The extract was concentrated under a vacuum and the residue was purified by silica gel column chromatography (chloroform) and then recrystallized from ethyl acetate, thereby yielding 0.65 g (45%)... Reactants: C(C1=CC=CC=C1)SC=1C(=CC(=C(C1)/C=C/C(=O)OCC)NC1=C(C=C(C(=C1)Cl)Br)OC)F ((E)-ethyl 3-(5-(benzylthio)-2-((4-bromo-5-chloro-2-methoxyphenyl)amino)-4-fluorophenyl)acrylate), C[O-].[Na+] (Sodium methoxide). Solvent: CO (MeOH). Conditions: time 16 hour. Product: C(C1=CC=CC=C1)SC=1C=C2C=CC(N(C2=CC1F)C1=C(C=C(C(=C1)Cl)Br)OC)=O (6-(benzylthio)-1-(4-bromo-5-chloro-2-methoxyphenyl)-7-fluoroquinolin-2(1H)-one). Isolated yield 74.6%. As a reaction SMILES: [CH2:1]([S:8][C:9]1[C:10]([F:33])=[CH:11][C:12]([NH:22][C:23]2[CH:28]=[C:27]([Cl:29])[C:26]([Br:30])=[CH:25][C:24]=2[O:31][CH3:32])=[C:13](/[CH:15]=[CH:16]/[C:17]([O:19]CC)=O)[CH:14]=1)[C:2]1[CH:7]=[CH:6][CH:5]=[CH:4][CH:3]=1.C[O-].[Na+]>CO>[CH2:1]([S:8][C:9]1[CH:14]=[C:13]2[C:12](=[CH:11][C:10]=1[F:33])[N:22]([C:23]1[CH:28]=[C:27]([Cl:29])[C:26]([Br:30])=[CH:25][C:24]=1[O:31][CH3:32])[C:17](=[O:19])[CH:16]=[CH:15]2)[C:2]1[CH:7]=[CH:6][CH:5]=[CH:4][CH:3]=1 |f:1.2|. Reported procedure: A RBF was charged with (E)-ethyl 3-(5-(benzylthio)-2-((4-bromo-5-chloro-2-methoxyphenyl)amino)-4-fluorophenyl)acrylate (1.80 g, 3.27 mmol) and MeOH (16.3 ml) to give a yellow suspension. Sodium methoxide (25 wt % in MeOH) (0.291 ml, 1.307 mmol) was added. A reflux condenser was attached, and the flask was lowered into a 70° C. heating bath. After 16 h, the mixture was cooled and concentrated under vacuum. The residue was triturated with 2-PrOH and filtered to give 6-(benzylthio)-1-(4-bromo-5-chl... The reactants are C(C1=CC=CC=C1)(=O)C=1C=CC=C2C=CNC12.C(Cl)Cl (7-benzoylindole methylene chloride), ClN1C(CCC1=O)=O (N-chlorosuccinimide), C(C1=CC=CC=C1)(=O)C=1C=CC=C2C=CNC12 (7-benzoylindole), C(C1=CC=CC=C1)(=O)C=1C=CC=C2C=CNC12 (7-benzoylindole), ClN1C(CCC1=O)=O (N-Chlorosuccinimide). Solvent: C(Cl)Cl (methylene chloride). Reaction conditions: temperature 15 celsius, time 15 minute. Product: C(C1=CC=CC=C1)(=O)C=1C=CC=C2C(=CNC12)Cl (7-benzoyl-3-chloro-indole). As a reaction SMILES: [C:1]([C:9]1[CH:10]=[CH:11][CH:12]=[C:13]2[C:17]=1[NH:16][CH:15]=[CH:14]2)(=[O:8])[C:2]1[CH:7]=[CH:6][CH:5]=[CH:4][CH:3]=1.[Cl:18]N1C(=O)CCC1=O.C(C1C=CC=C2C=1NC=C2)(=O)C1C=CC=CC=1.C(Cl)Cl>C(Cl)Cl>[C:1]([C:9]1[CH:10]=[CH:11][CH:12]=[C:13]2[C:17]=1[NH:16][CH:15]=[C:14]2[Cl:18])(=[O:8])[C:2]1[CH:7]=[CH:6][CH:5]=[CH:4][CH:3]=1 |f:2.3|. Procedure details: The 7-benzoylindole product (approximately 0.87 mole) in methylene chloride (the reaction mixture obtained in Example 2) is agitated and chilled to 15° C. in a nitrogen atmosphere. N-Chlorosuccinimide (0.87 mole) (NCS) is divided into four equal portions and added to the 7-benzoylindole-methylene chloride mixture at one-half hour intervals while maintaining the reaction temperature between 15°-20° C. One hour after the addition of the final portion of N-chlorosuccinimide, the succinimide is wash... Starting materials: COC=1C=CC=C2COC(=O)C12 (7-methoxyphthalide), C1(=CC=CC=C1)P(C1=CC=CC=C1)(C1=CC=CC=C1)=CC(=O)OC (Methyl (triphenylphosphoranylidene)acetate), COC=1C=C(C=O)C=CC1 (3-methoxybenzaldehyde). Run in C(Cl)(Cl)Cl (chloroform). Reaction conditions: temperature 50 celsius, time 40 minute. Product: 1-Hydroxy-7-methoxy-1,3-dihgydrobenzo[c]furan, OCC1=C(C(=CC=C1)OC)/C=C/C(=O)OC (Methyl 2E-3-(2-hydroxymethyl-6-methoxyphenyl)acrylate). Reaction SMILES: [CH3:1][O:2][C:3]1[CH:4]=[CH:5][CH:6]=[C:7]2[C:12]=1[C:10](=O)[O:9][CH2:8]2.COC1C=C(C=CC=1)C=O.C1(P(=[CH:42][C:43]([O:45][CH3:46])=[O:44])(C2C=CC=CC=2)C2C=CC=CC=2)C=CC=CC=1>C(Cl)(Cl)Cl>[OH:9][CH2:8][C:7]1[CH:6]=[CH:5][CH:4]=[C:3]([O:2][CH3:1])[C:12]=1/[CH:10]=[CH:42]/[C:43]([O:45][CH3:46])=[O:44]. Reported procedure: 1-Hydroxy-7-methoxy-1,3-dihgydrobenzo[c]furan (1.08 g), which was prepared with using 7-methoxyphthalide which was synthesized with using 3-methoxybenzaldehyde by the method described in Journal of Organic Chemistry, 1980, 45, 1835-1838, was dissolved in chloroform (20 ml). Methyl (triphenylphosphoranylidene)acetate (2.68 g) was added to the solution. The mixture was stirred for 40 min. at 50° C. A temperature of the reaction mixture was down to room temperature. The reaction solution was purifi...